Dataset: the Open Reaction Database (ORD), a public repository of structured organic reaction records. Task: describe an organic reaction: reactants, conditions, products, and yield Reactants: C(C1=CC=CC=C1)N1CCC2(CC1)OC1=C(C2)C=C(C=C1)Cl (2,3-dihydro-1'-benzyl-5-chlorospiro[benzofuran-2,4'-piperidine]), Cl.C(C1=CC=CC=C1)N1CCC2(CC1)OC1=C(C2)C=C(C=C1)Cl (2,3-dihydro-1'-benzyl-5-chlorospiro[benzofuran-2,4'-piperidine]hydrochloride). The product is Cl.ClC=1C=CC2=C(CC3(CCNCC3)O2)C1 (2,3-dihydro-5-chlorospiro[benzofuran-2,4'-piperidine]hydrochloride). Reaction SMILES: C(N1CCC2(CC3C=C([Cl:22])C=CC=3O2)CC1)C1C=CC=CC=1.Cl.C([N:31]1[CH2:36][CH2:35][C:34]2([CH2:40][C:39]3[CH:41]=[C:42]([Cl:45])[CH:43]=[CH:44][C:38]=3[O:37]2)[CH2:33][CH2:32]1)C1C=CC=CC=1>>[ClH:22].[Cl:45][C:42]1[CH:43]=[CH:44][C:38]2[O:37][C:34]3([CH2:33][CH2:32][NH:31][CH2:36][CH2:35]3)[CH2:40][C:39]=2[CH:41]=1 |f:1.2,3.4|. Procedure details: A sample of 2,3-dihydro-1'-benzyl-5-chlorospiro[benzofuran-2,4'-piperidine], free base of Example 6, is treated in a manner consistent with the procedure of Example 9 to provide the product 2,3-dihydro-5-chlorospiro[benzofuran-2,4'-piperidine]hydrochloride, mp 217°-218° C. This product is obtained after three recrystallizations, two from ethyl alcohol and then one from an ethyl alcohol-ether mixture. Starting materials: CC(C)(C)Oc1cccc(-c2nc(N3CCOCC3)nc3c2CCN3)c1, O=C(Cl)c1ccccc1, CN(C)c1ccccn1, CC#N, O, c1ccncc1. Product: CC(C)(C)Oc1cccc(-c2nc(N3CCOCC3)nc3c2CCN3C(=O)c2ccccc2)c1. As a reaction SMILES: [C:1]([CH3:2])([CH3:3])([CH3:4])[O:5][c:6]1[cH:7][c:8](-[c:12]2[c:13]3[c:14]([n:15][c:16]([N:18]4[CH2:19][CH2:20][O:21][CH2:22][CH2:23]4)[n:17]2)[NH:24][CH2:25][CH2:26]3)[cH:9][cH:10][cH:11]1.[C:42]([c:43]1[cH:44][cH:45][cH:46][cH:47][cH:48]1)(=[O:49])[Cl:50].[CH3:33][N:34]([c:35]1[cH:36][cH:37][cH:38][cH:39][n:40]1)[CH3:41].[CH3:52][C:53]#[N:54].[OH2:51].[cH:27]1[cH:28][cH:29][n:30][cH:31][cH:32]1>>[C:1]([CH3:2])([CH3:3])([CH3:4])[O:5][c:6]1[cH:7][c:8](-[c:12]2[c:13]3[c:14]([n:15][c:16]([N:18]4[CH2:19][CH2:20][O:21][CH2:22][CH2:23]4)[n:17]2)[N:24]([C:42]([c:43]2[cH:44][cH:45][cH:46][cH:47][cH:48]2)=[O:49])[CH2:25][CH2:26]3)[cH:9][cH:10][cH:11]1. Starting materials: OC1=C(C(=O)OC)C(=CC=C1)C (methyl 2-hydroxy-6-methylbenzoate), [Si](C)(C)(C(C)(C)C)Cl (tert-butyldimethylsilyl chloride), C(C)(C)N(C(C)C)CC (N,N-di-isopropylethylamine). Reagents/catalysts: CN(C)C=1C=CN=CC1 (DMAP). Solvent: C(Cl)Cl (DCM). Conditions: time 8 hour. The product is [Si](C)(C)(C(C)(C)C)OC1=C(C(=O)OC)C(=CC=C1)C (methyl 2-(tert-butyldimethylsilyloxy)-6-methylbenzoate). Yield: 70.5%. Reaction SMILES: [OH:1][C:2]1[CH:11]=[CH:10][CH:9]=[C:8]([CH3:12])[C:3]=1[C:4]([O:6][CH3:7])=[O:5].[Si:13](Cl)([C:16]([CH3:19])([CH3:18])[CH3:17])([CH3:15])[CH3:14].C(N(CC)C(C)C)(C)C>CN(C1C=CN=CC=1)C.C(Cl)Cl>[Si:13]([O:1][C:2]1[CH:11]=[CH:10][CH:9]=[C:8]([CH3:12])[C:3]=1[C:4]([O:6][CH3:7])=[O:5])([C:16]([CH3:19])([CH3:18])[CH3:17])([CH3:15])[CH3:14]. Reported procedure: A mixture of methyl 2-hydroxy-6-methylbenzoate (prepared according to Doehner et al, WO 01/05739, 10.0 g), tert-butyldimethylsilyl chloride (11.0 g), N,N-di-isopropylethylamine (32 mL) and DMAP (0.75 g) in DCM (400 mL) was stirred at room temperature overnight. The mixture was washed with water and brine, dried (MgSO4) and filtered. The filtrate was evaporated to dryness and the residue was purified by chromatography on silica eluting with a mixture of ethyl acetate and pentane with a gradient o... Starting materials: C(CC(O)(C(=O)O)CC(=O)O)(=O)O (citric acid), COC1=C(C(=O)Cl)C(=CC=C1)OC (2,6-Dimethoxybenzoyl chloride), Cl.NC(C(=O)OC)P(OCC)OCC (methyl 2-amino-2-(diethoxyphosphino)acetate hydrochloride), CN1CCOCC1 (NMM). Solvent: C(Cl)Cl (CH2Cl2). Conditions: time 8 hour. The product is C(C)OP(C(C(=O)OC)NC(C1=C(C=CC=C1OC)OC)=O)OCC (Methyl 2-(Diethoxyphosphino)-2-[(2,6-dimethoxybenzoyl)amino]acetate). RXN SMILES: [CH3:1][O:2][C:3]1[CH:11]=[CH:10][CH:9]=[C:8]([O:12][CH3:13])[C:4]=1[C:5](Cl)=[O:6].Cl.[NH2:15][CH:16]([P:21]([O:25][CH2:26][CH3:27])[O:22][CH2:23][CH3:24])[C:17]([O:19][CH3:20])=[O:18].CN1CCOCC1.C(O)(=O)CC(CC(O)=O)(C(O)=O)O>C(Cl)Cl>[CH2:26]([O:25][P:21]([O:22][CH2:23][CH3:24])[CH:16]([NH:15][C:5](=[O:6])[C:4]1[C:3]([O:2][CH3:1])=[CH:11][CH:10]=[CH:9][C:8]=1[O:12][CH3:13])[C:17]([O:19][CH3:20])=[O:18])[CH3:27] |f:1.2|. Reported procedure: 2,6-Dimethoxybenzoyl chloride (1.28 g, 6.42 mmol) was added to a mixture of methyl 2-amino-2-(diethoxyphosphino)acetate hydrochloride [1.5 g, 6.11 mmol, prepared by the method of Y. Nasukawa, et al, J. Org. Chem, (1992) 57, 5453] and NMM (1.5 ml, 13.44 mmol) in CH2Cl2 (30 ml). The mixture was stirred overnight at room temperatue then poured into 10% citric acid. The mixture was extracted with CH2Cl2 (×2) and the combined organic extracts washed with sodium hydrogen carbonate solution (×2) and br... Reactants: ice water, N1=C(C=CC=C1C)C (2,6-Lutidine), FC(S(=O)(=O)OS(=O)(=O)C(F)(F)F)(F)F (trifluoro-methanesulfonic anhydride), methyl ester, ClC1=CC(=C(C(C(=O)O)=C1)O)[N+](=O)[O-] (5-chloro-3-nitrosalicylic acid). Run in C(Cl)Cl (Methylene chloride), C(Cl)Cl (methylene chloride). The product is methyl ester, ClC=1C=C(C(=C(C(=O)O)C1)OS(=O)(=O)C(F)(F)F)[N+](=O)[O-] (5-chloro-2-trifluoromethanesulfonyloxy-3-nitrobenzoic acid). Yield: 95.2%. RXN SMILES: N1C(C)=CC=CC=1C.[F:9][C:10]([F:23])([F:22])[S:11]([O:14]S(C(F)(F)F)(=O)=O)(=[O:13])=[O:12].[Cl:24][C:25]1[CH:33]=[C:29]([C:30]([OH:32])=[O:31])[C:28](O)=[C:27]([N+:35]([O-:37])=[O:36])[CH:26]=1>C(Cl)Cl>[Cl:24][C:25]1[CH:26]=[C:27]([N+:35]([O-:37])=[O:36])[C:28]([O:14][S:11]([C:10]([F:23])([F:22])[F:9])(=[O:13])=[O:12])=[C:29]([CH:33]=1)[C:30]([OH:32])=[O:31]. Reported procedure: 2,6-Lutidine (1.83 ml, 15.7 mmol) and trifluoro-methanesulfonic anhydride (3.67 g, 13 mmol) were added dropwise in turn to a solution of methyl ester of 5-chloro-3-nitrosalicylic acid (2.32 g, 10.0 mmol) in methylene chloride (25 ml) with stirring under ice cooling and the mixture was stirred under ice cooling for 0.5 hrs. Methylene chloride (20 ml) and ice water (30 ml) were added to the reaction mixture and the aqueous layer was separated and extracted with methylene chloride. The organic laye... Reactants: [N+](=O)([O-])C1=CC=C(CCBr)C=C1 (4-nitrophenethyl bromide), C(C)(C)N(C(C)C)CC (N,N-diisopropylethyamine), Cl.CNC (Dimethylamine hydrochloride), ClCCl (dichloromethane). The solvent is CN(C=O)C (dimethylformamide), O (water). Reaction conditions: temperature 60 celsius. Product: CN(CCC1=CC=C(C=C1)[N+](=O)[O-])C (dimethyl-[2-(4-nitro-phenyl)-ethyl]-amine). Yield: 50.4%. RXN SMILES: Cl.[CH3:2][NH:3][CH3:4].[N+:5]([C:8]1[CH:16]=[CH:15][C:11]([CH2:12][CH2:13]Br)=[CH:10][CH:9]=1)([O-:7])=[O:6].C(N(CC)C(C)C)(C)C.ClCCl>CN(C)C=O.O>[CH3:2][N:3]([CH3:4])[CH2:13][CH2:12][C:11]1[CH:15]=[CH:16][C:8]([N+:5]([O-:7])=[O:6])=[CH:9][CH:10]=1 |f:0.1|. Reported procedure: Dimethylamine hydrochloride (0.390 g, 4.78 mmol) was added to a solution containing 4-nitrophenethyl bromide (1.0 g, 4.35 mmol) and N,N-diisopropylethyamine (1.69 g, 13.05 mmol) in anhydrous dimethylformamide (20 mL). The reaction mixture was heated to 60° C. for 5 hours, then allowed to cool. The solution was diluted with 1:1 water:dichloromethane (200 mL), then added to a separatory funnel. The organics were collected and the product was extracted with 1N aqueous hydrogen chloride. The organic... As a reaction SMILES: [ClH:1].[NH2:2][CH:3]([C:8]1[CH:13]=[CH:12][CH:11]=[C:10]([N+:14]([O-:16])=[O:15])[CH:9]=1)[CH2:4][C:5]([OH:7])=[O:6].Cl.[CH2:18](O)[CH3:19]>>[ClH:1].[NH2:2][CH:3]([C:8]1[CH:13]=[CH:12][CH:11]=[C:10]([N+:14]([O-:16])=[O:15])[CH:9]=1)[CH2:4][C:5]([O:7][CH2:18][CH3:19])=[O:6] |f:0.1,4.5|. Reactants: Cl.NC(CC(=O)O)C1=CC(=CC=C1)[N+](=O)[O-] (3-Amino-3-(3-nitrophenyl)-propionic acid hydrochloride), Cl (HCl), C(C)O (ethanol). The product is Cl.NC(CC(=O)OCC)C1=CC(=CC=C1)[N+](=O)[O-] (Ethyl 3-amino-3-(3-nitrophenyl)-propionate hydrochloride). Procedure details: 60 g of (1a) were suspended in 660 ml of ethanol, and gaseous HCl was passed in for 1 h. The reaction mixture was then heated under reflux for 4 h and then cooled and concentrated. 62 g of a white solid were obtained. Reactants: NC12CC3CC(CC(C3)C1)C2, Cc1csc2c(Cl)nc(Cl)nc12, CN(C)C=O, O. Product: Cc1csc2c(NC34CC5CC(CC(C5)C3)C4)nc(Cl)nc12. RXN SMILES: [C:13]12([NH2:23])[CH2:14][CH:15]3[CH2:16][CH:17]([CH2:18][CH:19]([CH2:20]1)[CH2:21]3)[CH2:22]2.[Cl:1][c:2]1[n:3][c:4]([Cl:12])[c:5]2[c:6]([n:7]1)[c:8]([CH3:11])[cH:9][s:10]2.[O:25]=[CH:26][N:27]([CH3:28])[CH3:29].[OH2:24]>>[Cl:1][c:2]1[n:3][c:4]([NH:23][C:13]23[CH2:14][CH:15]4[CH2:16][CH:17]([CH2:18][CH:19]([CH2:20]2)[CH2:21]4)[CH2:22]3)[c:5]2[c:6]([n:7]1)[c:8]([CH3:11])[cH:9][s:10]2. Reactants: COCOC, COC(=O)CCC(C#N)(CCC(=O)OC)c1ccc(OC)c2oc3ccccc3c12, [H-], [Na+]. Product: COC(=O)C1CC(C#N)(c2ccc(OC)c3oc4ccccc4c23)CCC1=O. RXN SMILES: [CH3:33][O:34][CH2:35][O:36][CH3:37].[CH3:3][O:4][C:5]([CH2:6][CH2:7][C:8]([CH2:9][CH2:10][C:11](=[O:12])[O:13][CH3:14])([c:15]1[cH:16][cH:17][c:18]([O:28][CH3:29])[c:19]2[o:20][c:21]3[c:22]([c:23]12)[cH:24][cH:25][cH:26][cH:27]3)[C:30]#[N:31])=[O:32].[H-:2].[Na+:1]>>[CH3:3][O:4][C:5]([CH:6]1[CH2:7][C:8]([c:15]2[cH:16][cH:17][c:18]([O:28][CH3:29])[c:19]3[o:20][c:21]4[c:22]([c:23]23)[cH:24][cH:25][cH:26][cH:27]4)([C:30]#[N:31])[CH2:9][CH2:10][C:11]1=[O:12])=[O:32]. Starting materials: NC=1C(=CC=CC1)C (o-toluidine), C(CC(=O)OCC)(=O)OCC (diethyl malonate). Run at temperature 170 celsius, time 8 hour. The product is CC1=C(C=CC=C1)NC(CC(=O)NC1=C(C=CC=C1)C)=O (N1,N3-di(2-methylphenyl)malonamide). Reaction SMILES: [NH2:1][C:2]1[C:3]([CH3:8])=[CH:4][CH:5]=[CH:6][CH:7]=1.[C:9]([O:17]CC)(=O)[CH2:10][C:11]([O:13]CC)=O>>[CH3:8][C:3]1[CH:4]=[CH:5][CH:6]=[CH:7][C:2]=1[NH:1][C:11](=[O:13])[CH2:10][C:9]([NH:1][C:2]1[CH:7]=[CH:6][CH:5]=[CH:4][C:3]=1[CH3:8])=[O:17]. Reported procedure: 329 mmol o-toluidine and 165 mmol diethyl malonate were put together and stirred overnight at 170° C. The formed ethanol was distilled off directly on a stream of nitrogen. N1,N3-di(2-methylphenyl)malonamide was formed as one solid block. The reaction was cooled and EtOAc was added. The product had to be crushed with a mortar, because it resembled very hard brick. The crushed material was stirred in EtOAc and filtered. EtOAc added was added twice and the mixture was stirred and filtered each tim...